From a dataset of the Open Reaction Database (ORD), a public repository of structured organic reaction records. describe an organic reaction: reactants, conditions, products, and yield Starting materials: CCOC(=O)C1=C(NC(=C([C@H]1C2=CC=CC=C2Cl)C(=O)OC)C)COCCN ((+) amlodipine), C([C@H](O)[C@@H](O)C(=O)[O-])(=O)[O-] (L(+) tartarate), C1(=CC=CC=C1)S(=O)(=O)O (benzene sulfonic acid). Run in C(C)(C)O (isopropanol), O (water). Reaction conditions: time 2 hour. The product is CCOC(=O)C1=C(NC(=C(C1C=2C=CC=CC2Cl)C(=O)OC)C)COCCN.C=1C=CC(=CC1)S(=O)(=O)O (amlodipine besylate). Isolated yield 84.6%. As a reaction SMILES: [CH3:1][CH2:2][O:3][C:4]([C:6]1[C@H:11]([C:12]2[C:17]([Cl:18])=[CH:16][CH:15]=[CH:14][CH:13]=2)[C:10]([C:19]([O:21][CH3:22])=[O:20])=[C:9]([CH3:23])[NH:8][C:7]=1[CH2:24][O:25][CH2:26][CH2:27][NH2:28])=[O:5].C([O-])(=O)[C@@H]([C@H](C([O-])=O)O)O.[C:39]1([S:45]([OH:48])(=[O:47])=[O:46])[CH:44]=[CH:43][CH:42]=[CH:41][CH:40]=1>C(O)(C)C.O>[CH3:1][CH2:2][O:3][C:4]([C:6]1[CH:11]([C:12]2[CH:13]=[CH:14][CH:15]=[CH:16][C:17]=2[Cl:18])[C:10]([C:19]([O:21][CH3:22])=[O:20])=[C:9]([CH3:23])[NH:8][C:7]=1[CH2:24][O:25][CH2:26][CH2:27][NH2:28])=[O:5].[CH:42]1[CH:41]=[CH:40][C:39]([S:45]([OH:48])(=[O:47])=[O:46])=[CH:44][CH:43]=1 |f:5.6|. Procedure details: 68.8 gm (0.122 mole, 95;2% de) R (+) amlodipine hemi L(+) tartarate mono DMSO solvate prepared as per example 2 was suspended in aqueous isopropanol (70 ml IPA: 250 ml distilled water) and a solution of benzene sulfonic acid (19.35 gm of 90% cal grade, 0.110 mole) in 150 ml water was added. Th reaction mixture was stirred for 2 hrs and the slurry was filtered, washed with distilled water, hexane, the solid was dried under vac. at 40° C. till constant weight to give R(+) amlodipine besylate (63.4... Reactants: C1(CCCCC1)NC(C=CC1=CC(=C(C=C1)OC(C)=O)OC)=O (N-cyclohexyl-4-acetoxy-3-methoxycinnamamide), C([O-])([O-])=O.[K+].[K+] (potassium carbonate). Run in CO (methanol). The product is C1(CCCCC1)NC(C=CC1=CC(=C(C=C1)O)OC)=O (N-cyclohexyl-4-hydroxy-3-methoxycinnamamide). Yield: 101.3%. Reaction SMILES: [CH:1]1([NH:7][C:8](=[O:23])[CH:9]=[CH:10][C:11]2[CH:16]=[CH:15][C:14]([O:17]C(=O)C)=[C:13]([O:21][CH3:22])[CH:12]=2)[CH2:6][CH2:5][CH2:4][CH2:3][CH2:2]1.C(=O)([O-])[O-].[K+].[K+]>CO>[CH:1]1([NH:7][C:8](=[O:23])[CH:9]=[CH:10][C:11]2[CH:16]=[CH:15][C:14]([OH:17])=[C:13]([O:21][CH3:22])[CH:12]=2)[CH2:2][CH2:3][CH2:4][CH2:5][CH2:6]1 |f:1.2.3|. Procedure: Using 2.64 g of N-cyclohexyl-4-acetoxy-3-methoxycinnamamide (Example 57), 70 ml of methanol, and 5 g of potassium carbonate, a reaction similar to that conducted in Example 54 was carried out. As a result, 2.32 g of N-cyclohexyl-4-hydroxy-3-methoxycinnamamide (a compound of the present invention) was obtained as white crystal, which had the following physiochemical properties: Starting materials: C=O, O=CO, Clc1nc(N2CCOCC2)c2sc(C=C3CCNCC3)cc2n1, Clc1nc(Cl)c2occc2n1, ClCCl, O. Product: CN1CCC(=Cc2cc3nc(Cl)nc(N4CCOCC4)c3s2)CC1. As a reaction SMILES: [CH2:27]=[O:28].[CH:24]([OH:25])=[O:26].[Cl:1][c:2]1[n:3][c:4]([N:18]2[CH2:19][CH2:20][O:21][CH2:22][CH2:23]2)[c:5]2[c:6]([n:7]1)[cH:8][c:9]([CH:11]=[C:12]1[CH2:13][CH2:14][NH:15][CH2:16][CH2:17]1)[s:10]2.[Cl:29][c:30]1[n:31][c:32]([Cl:33])[c:34]2[o:35][cH:36][cH:37][c:38]2[n:39]1.[Cl:41][CH2:42][Cl:43].[OH2:40]>>[Cl:1][c:2]1[n:3][c:4]([N:18]2[CH2:19][CH2:20][O:21][CH2:22][CH2:23]2)[c:5]2[c:6]([n:7]1)[cH:8][c:9]([CH:11]=[C:12]1[CH2:13][CH2:14][N:15]([CH3:24])[CH2:16][CH2:17]1)[s:10]2. The reactants are Brc1ccccc1, O=C([O-])[O-], COC1=CC23CCN(C)C(Cc4ccc(OC)c(O)c42)C3=CC1C, [Cu], [K+], [K+], c1ccncc1. Product: COC1=CC23CCN(C)C(Cc4ccc(OC)c(Oc5ccccc5)c42)C3=CC1C. Reaction SMILES: [Br:25][c:26]1[cH:27][cH:28][cH:29][cH:30][cH:31]1.[C:32](=[O:33])([O-:34])[O-:35].[CH3:1][O:2][c:3]1[cH:4][cH:5][c:6]2[c:15]([c:16]1[OH:17])[C:14]13[C:9](=[CH:10][CH:11]([CH3:24])[C:12]([O:22][CH3:23])=[CH:13]1)[CH:8]([CH2:7]2)[N:20]([CH3:21])[CH2:19][CH2:18]3.[Cu:44].[K+:36].[K+:37].[cH:38]1[cH:39][cH:40][n:41][cH:42][cH:43]1>>[CH3:1][O:2][c:3]1[cH:4][cH:5][c:6]2[c:15]([c:16]1[O:17][c:26]1[cH:27][cH:28][cH:29][cH:30][cH:31]1)[C:14]13[C:9](=[CH:10][CH:11]([CH3:24])[C:12]([O:22][CH3:23])=[CH:13]1)[CH:8]([CH2:7]2)[N:20]([CH3:21])[CH2:19][CH2:18]3. As a reaction SMILES: [CH2:26]([SH:27])[CH2:28][CH2:29][CH2:30][CH2:31][CH2:32][CH2:33][CH2:34][CH2:35][CH2:36][CH2:37][CH3:38].[CH3:17][N:18]1[CH2:19][CH2:20][CH2:21][C:22]1=[O:23].[CH3:40][CH2:41][O:42][C:43]([CH3:44])=[O:45].[ClH:39].[F:1][c:2]1[c:3]([CH:10]([CH2:11][C:12](=[O:13])[OH:14])[CH2:15][CH3:16])[cH:4][cH:5][cH:6][c:7]1[O:8][CH3:9].[Na+:25].[OH-:24]>>[F:1][c:2]1[c:3]([CH:10]([CH2:11][C:12](=[O:13])[OH:14])[CH2:15][CH3:16])[cH:4][cH:5][cH:6][c:7]1[OH:8]. Product: CCC(CC(=O)O)c1cccc(O)c1F. Starting materials: CCCCCCCCCCCCS, CN1CCCC1=O, CCOC(C)=O, Cl, CCC(CC(=O)O)c1cccc(OC)c1F, [Na+], [OH-].